From a dataset of the Open Reaction Database (ORD), a public repository of structured organic reaction records. describe an organic reaction: reactants, conditions, products, and yield Reactants: [Li]CCCC, C1CCOC1, CN(C)CCN(C)C, COC(=O)OC, CC(C)(C)OC(=O)Nc1ccoc1. Product: COC(=O)c1occc1NC(=O)OC(C)(C)C. As a reaction SMILES: [CH2:22]([Li:23])[CH2:24][CH2:25][CH3:26].[CH2:33]1[O:34][CH2:35][CH2:36][CH2:37]1.[CH3:14][N:15]([CH3:16])[CH2:17][CH2:18][N:19]([CH3:20])[CH3:21].[CH3:27][O:28][C:29](=[O:30])[O:31][CH3:32].[o:1]1[cH:2][c:3]([NH:6][C:7]([O:8][C:9]([CH3:10])([CH3:11])[CH3:12])=[O:13])[cH:4][cH:5]1>>[o:1]1[c:2]([C:29]([O:28][CH3:27])=[O:30])[c:3]([NH:6][C:7]([O:8][C:9]([CH3:10])([CH3:11])[CH3:12])=[O:13])[cH:4][cH:5]1. The reactants are CCC(CC)CO, C1CCOC1, CCOC(=O)N=NC(=O)[O-], CCOC(=O)C1=Cc2ccc(O)cc2OC1C(F)(F)F, c1ccc(P(c2ccccc2)c2ccccc2)cc1. Product: CCOC(=O)C1=Cc2ccc(OCC(CC)CC)cc2OC1C(F)(F)F. As a reaction SMILES: [CH2:40]([CH3:41])[CH:42]([CH2:43][OH:44])[CH2:45][CH3:46].[CH2:57]1[O:58][CH2:59][CH2:60][CH2:61]1.[N:47]([C:48]([O:49][CH2:50][CH3:51])=[O:52])=[N:53][C:54]([O-:55])=[O:56].[OH:20][c:21]1[cH:22][cH:23][c:24]2[c:29]([cH:30]1)[O:28][CH:27]([C:31]([F:32])([F:33])[F:34])[C:26]([C:35](=[O:36])[O:37][CH2:38][CH3:39])=[CH:25]2.[c:1]1([P:2]([c:3]2[cH:4][cH:5][cH:6][cH:7][cH:8]2)[c:9]2[cH:10][cH:11][cH:12][cH:13][cH:14]2)[cH:15][cH:16][cH:17][cH:18][cH:19]1>>[O:20]([c:21]1[cH:22][cH:23][c:24]2[c:29]([cH:30]1)[O:28][CH:27]([C:31]([F:32])([F:33])[F:34])[C:26]([C:35](=[O:36])[O:37][CH2:38][CH3:39])=[CH:25]2)[CH2:43][CH:42]([CH2:40][CH3:41])[CH2:45][CH3:46]. The reactants are CC(C)(C)OC(=O)CN(c1ccc(I)cc1OCc1ccccc1)S(=O)(=O)N(CC[Si](C)(C)C)C(=O)OC(C)(C)C, O=C1CN(c2ccc(Cc3ccccc3)cc2O)S(=O)(=O)N1, CS(=O)(=O)Oc1ccccc1CI, [K]. Yields the product CC(C)(C)OC(=O)CN(c1ccc(Cc2ccccc2OS(C)(=O)=O)cc1OCc1ccccc1)S(=O)(=O)N(CC[Si](C)(C)C)C(=O)OC(C)(C)C. RXN SMILES: [CH2:1]([c:2]1[cH:3][cH:4][cH:5][cH:6][cH:7]1)[O:8][c:9]1[c:10]([N:16]([CH2:17][C:18](=[O:19])[O:20][C:21]([CH3:22])([CH3:23])[CH3:24])[S:25](=[O:26])(=[O:27])[N:28]([CH2:29][CH2:30][Si:31]([CH3:32])([CH3:33])[CH3:34])[C:35](=[O:36])[O:37][C:38]([CH3:39])([CH3:40])[CH3:41])[cH:11][cH:12][c:13]([I:15])[cH:14]1.[CH2:43]([c:44]1[cH:45][cH:46][c:47]([N:48]2[S:49](=[O:50])(=[O:51])[NH:52][C:53](=[O:54])[CH2:55]2)[c:56]([OH:57])[cH:58]1)[c:59]1[cH:60][cH:61][cH:62][cH:63][cH:64]1.[I:65][CH2:66][c:67]1[c:68]([O:73][S:74](=[O:75])(=[O:76])[CH3:77])[cH:69][cH:70][cH:71][cH:72]1.[K:42]>>[CH2:1]([c:2]1[cH:3][cH:4][cH:5][cH:6][cH:7]1)[O:8][c:9]1[c:10]([N:16]([CH2:17][C:18](=[O:19])[O:20][C:21]([CH3:22])([CH3:23])[CH3:24])[S:25](=[O:26])(=[O:27])[N:28]([CH2:29][CH2:30][Si:31]([CH3:32])([CH3:33])[CH3:34])[C:35](=[O:36])[O:37][C:38]([CH3:39])([CH3:40])[CH3:41])[cH:11][cH:12][c:13]([CH2:66][c:67]2[c:68]([O:73][S:74](=[O:75])(=[O:76])[CH3:77])[cH:69][cH:70][cH:71][cH:72]2)[cH:14]1.